From a dataset of the Open Reaction Database (ORD), a public repository of structured organic reaction records. describe an organic reaction: reactants, conditions, products, and yield Starting materials: N#N (N2), CN1CCN(CC1)C1=CC(=NC=C1)C=1C=C(C=CC1)OS(=O)(=O)C(F)(F)F (trifluoromethanesulfonic acid 3-[4-(4-methyl-piperazin-1-yl)-pyridin-2-yl]-phenyl ester), FC1=CC=C(C=C1)B(O)O (4-fluorophenylboronic acid), C(=O)([O-])[O-].[K+].[K+] (K2CO3). The reagents and catalysts are C=1C=CC(=CC1)[P](C=2C=CC=CC2)(C=3C=CC=CC3)[Pd]([P](C=4C=CC=CC4)(C=5C=CC=CC5)C=6C=CC=CC6)([P](C=7C=CC=CC7)(C=8C=CC=CC8)C=9C=CC=CC9)[P](C=1C=CC=CC1)(C=1C=CC=CC1)C=1C=CC=CC1 (Pd(PPh3)4). The solvent is C1(=CC=CC=C1)C.CCO (toluene EtOH), O (water). Reaction conditions: temperature 90 celsius, time 5 minute. Product: FC1=CC=C(C=C1)C1=CC(=CC=C1)C1=NC=CC(=C1)N1CCN(CC1)C (1-[2-(4′-Fluoro-biphenyl-3-yl)-pyridin-4-yl]-4-methyl-piperazine). RXN SMILES: N#N.[CH3:3][N:4]1[CH2:9][CH2:8][N:7]([C:10]2[CH:15]=[CH:14][N:13]=[C:12]([C:16]3[CH:17]=[C:18](OS(C(F)(F)F)(=O)=O)[CH:19]=[CH:20][CH:21]=3)[CH:11]=2)[CH2:6][CH2:5]1.[F:30][C:31]1[CH:36]=[CH:35][C:34](B(O)O)=[CH:33][CH:32]=1.C([O-])([O-])=O.[K+].[K+]>C1C=CC([P]([Pd]([P](C2C=CC=CC=2)(C2C=CC=CC=2)C2C=CC=CC=2)([P](C2C=CC=CC=2)(C2C=CC=CC=2)C2C=CC=CC=2)[P](C2C=CC=CC=2)(C2C=CC=CC=2)C2C=CC=CC=2)(C2C=CC=CC=2)C2C=CC=CC=2)=CC=1.O.C1(C)C=CC=CC=1.CCO>[F:30][C:31]1[CH:36]=[CH:35][C:34]([C:18]2[CH:19]=[CH:20][CH:21]=[C:16]([C:12]3[CH:11]=[C:10]([N:7]4[CH2:6][CH2:5][N:4]([CH3:3])[CH2:9][CH2:8]4)[CH:15]=[CH:14][N:13]=3)[CH:17]=2)=[CH:33][CH:32]=1 |f:3.4.5,8.9,^1:49,51,70,89|. Procedure details: To a N2 flushed vial was sequentially added trifluoromethanesulfonic acid 3-[4-(4-methyl-piperazin-1-yl)-pyridin-2-yl]-phenyl ester (20 mg, 0.05 mmol), Pd(PPh3)4 (10 mg), and toluene/EtOH (4:1, 1 mL). After 5 min, 4-fluorophenylboronic acid (10 mg, 0.07 mmol) and 2 M aqueous K2CO3 (0.2 mL) were added. The resulting mixture was heated at 90° C. for 16 h, then was poured into water and extracted with CH2Cl2. The organic layer was dried and concentrated, and the resulting residue was purified by pr... Starting materials: ClC=1N=NC(=CC1)N1CCN(CC1)C1CCC1 (3-chloro-6-(4-cyclobutyl-piperazin-1-yl)-pyridazine), COC1=C(C=CC(=C1)B1OC(C(O1)(C)C)(C)C)NC(C)=O (N-[2-methoxy-4-(4,4,5,5-tetramethyl-1,3,2-dioxaborolan-2-yl)phenyl]acetamide). Yields the product Cl.Cl.C1(CCC1)N1CCN(CC1)C1=CC=C(N=N1)C1=CC(=C(C=C1)NC(C)=O)OC (N-{4-[6-(4-Cyclobutylpiperazin-1-yl)pyridazin-3-yl]-2-methoxyphenyl}acetamide, dihydrochloride). Reaction SMILES: [Cl:1][C:2]1[N:3]=[N:4][C:5]([N:8]2[CH2:13][CH2:12][N:11]([CH:14]3[CH2:17][CH2:16][CH2:15]3)[CH2:10][CH2:9]2)=[CH:6][CH:7]=1.[CH3:18][O:19][C:20]1[CH:25]=[C:24](B2OC(C)(C)C(C)(C)O2)[CH:23]=[CH:22][C:21]=1[NH:35][C:36](=[O:38])[CH3:37]>>[ClH:1].[ClH:1].[CH:14]1([N:11]2[CH2:12][CH2:13][N:8]([C:5]3[N:4]=[N:3][C:2]([C:24]4[CH:23]=[CH:22][C:21]([NH:35][C:36](=[O:38])[CH3:37])=[C:20]([O:19][CH3:18])[CH:25]=4)=[CH:7][CH:6]=3)[CH2:9][CH2:10]2)[CH2:17][CH2:16][CH2:15]1 |f:2.3.4|. Reported procedure: The title compound was prepared by a similar procedure to that described in Example 57, starting from 3-chloro-6-(4-cyclobutyl-piperazin-1-yl)-pyridazine and N-[2-methoxy-4-(4,4,5,5-tetramethyl-1,3,2-dioxaborolan-2-yl)phenyl]acetamide. Starting materials: CC(=O)Cl, Cc1cc2cc(C#N)ccc2[nH]1, ClCCl, [Na+], [OH-], Cl[Sn](Cl)(Cl)Cl. The product is CC(=O)c1c(C)[nH]c2ccc(C#N)cc12. Reaction SMILES: [CH3:18][C:19]([Cl:20])=[O:21].[CH3:1][c:2]1[nH:3][c:4]2[cH:5][cH:6][c:7]([C:11]#[N:12])[cH:8][c:9]2[cH:10]1.[Cl:24][CH2:25][Cl:26].[Na+:23].[OH-:22].[Sn:13]([Cl:14])([Cl:15])([Cl:16])[Cl:17]>>[CH3:1][c:2]1[nH:3][c:4]2[cH:5][cH:6][c:7]([C:11]#[N:12])[cH:8][c:9]2[c:10]1[C:19]([CH3:18])=[O:21]. Reactants: CS(=O)(=O)Cl, Cc1ccccc1, CC(=O)c1cc(N)ccc1Cl, O, c1ccncc1. The product is CC(=O)c1cc(NS(C)(=O)=O)ccc1Cl. As a reaction SMILES: [CH3:18][S:19]([Cl:20])(=[O:21])=[O:22].[CH3:24][c:25]1[cH:26][cH:27][cH:28][cH:29][cH:30]1.[NH2:1][c:2]1[cH:3][cH:4][c:5]([Cl:11])[c:6]([C:8]([CH3:9])=[O:10])[cH:7]1.[OH2:23].[cH:12]1[cH:13][cH:14][n:15][cH:16][cH:17]1>>[NH:1]([c:2]1[cH:3][cH:4][c:5]([Cl:11])[c:6]([C:8]([CH3:9])=[O:10])[cH:7]1)[S:19]([CH3:18])(=[O:21])=[O:22].